From a dataset of the Open Reaction Database (ORD), a public repository of structured organic reaction records. describe an organic reaction: reactants, conditions, products, and yield Reaction SMILES: [C:13](=[O:14])([OH:15])[O-:16].[Cl:18][C:19](=[O:20])[O:21][CH2:22][CH2:23][CH2:24][CH2:25][CH2:26][CH3:27].[Na+:17].[O:28]1[CH2:29][CH2:30][CH2:31][CH2:32]1.[O:33]1[CH2:34][CH2:35][O:36][CH2:37][CH2:38]1.[OH:1][CH:2]([CH:3]([c:4]1[cH:5][c:6]([OH:10])[cH:7][cH:8][cH:9]1)[NH2:11])[CH3:12]>>[OH:1][CH:2]([CH:3]([c:4]1[cH:5][c:6]([OH:10])[cH:7][cH:8][cH:9]1)[NH:11][C:19](=[O:20])[O:21][CH2:22][CH2:23][CH2:24][CH2:25][CH2:26][CH3:27])[CH3:12]. Yields the product CCCCCCOC(=O)NC(c1cccc(O)c1)C(C)O. The reactants are O=C([O-])O, CCCCCCOC(=O)Cl, [Na+], C1CCOC1, C1COCCO1, CC(O)C(N)c1cccc(O)c1. Reported procedure: To a solution of (S)-2-tert-butoxycarbonylamino-propionic acid 4-nitro-phenyl ester (200 mg, 0.645 mmol) and MP-carbonate (664 mg, 1.93 mmol, Biotage, Part #:800268) in CH2Cl2 (1.5 mL) was added benzylamine (70 mg, 0.645 mmol). The reaction mixture was stirred for 1 h. The reaction mixture was then filtered and concentrated in vacuo to afford ((S)-1-benzylcarbamoyl-ethyl)-carbamic acid tert-butyl ester, m/z 279.4 [M+1]+. Starting materials: [N+](=O)([O-])C1=CC=C(C=C1)OC([C@H](C)NC(=O)OC(C)(C)C)=O ((S)-2-tert-butoxycarbonylamino-propionic acid 4-nitro-phenyl ester), C([O-])([O-])=O (carbonate), C(C1=CC=CC=C1)N (benzylamine). Yields the product C(C)(C)(C)OC(N[C@@H](C)C(NCC1=CC=CC=C1)=O)=O (((S)-1-benzylcarbamoyl-ethyl)-carbamic acid tert-butyl ester). Conditions: time 1 hour. The solvent is C(Cl)Cl (CH2Cl2). Reaction SMILES: [N+](C1C=CC([O:10][C:11](=O)[C@@H:12]([NH:14][C:15]([O:17][C:18]([CH3:21])([CH3:20])[CH3:19])=[O:16])[CH3:13])=CC=1)([O-])=O.C(=O)([O-])[O-].[CH2:27]([NH2:34])[C:28]1[CH:33]=[CH:32][CH:31]=[CH:30][CH:29]=1>C(Cl)Cl>[C:18]([O:17][C:15](=[O:16])[NH:14][C@H:12]([C:11](=[O:10])[NH:34][CH2:27][C:28]1[CH:33]=[CH:32][CH:31]=[CH:30][CH:29]=1)[CH3:13])([CH3:19])([CH3:20])[CH3:21]. Reactants: O1C(CCCC1)ON1C([C@@H]([C@@H]1C)C\C=C\[Sn](CCCC)(CCCC)CCCC)=O ((3R,4S)-1-(2-tetrahydropyranyloxy)-3-((2E)-3-tributylstannyl-2-propene-1-yl)-4-methylazetidin-2-one), ClC1=CC=C(C=C1)I (4-chloroiodobenzene), [Cl-].[Na+] (sodium chloride), [OH-].[NH4+] (ammonium hydroxide). Reagents/catalysts: [Pd](Cl)Cl.C1(=CC=CC=C1)P(C1=CC=CC=C1)C1=CC=CC=C1 (triphenyphosphine palladium (II) dichloride). The solvent is CN(C=O)C (dimethylformamide). Conditions: temperature 80 celsius. Product: O1C(CCCC1)ON1C([C@@H]([C@@H]1C)C\C=C\C1=CC=C(C=C1)Cl)=O ((3R,4S)-1-(2-tetrahydropyranyloxy)-3-((2E)-3-(4-chlorophenyl)-2-propene-1-yl)-4-methylazetidin-2-one). Isolated yield 61.6%. As a reaction SMILES: [O:1]1[CH2:6][CH2:5][CH2:4][CH2:3][CH:2]1[O:7][N:8]1[C@@H:11]([CH3:12])[C@@H:10]([CH2:13]/[CH:14]=[CH:15]/[Sn](CCCC)(CCCC)CCCC)[C:9]1=[O:29].[Cl:30][C:31]1[CH:36]=[CH:35][C:34](I)=[CH:33][CH:32]=1.[OH-].[NH4+].[Cl-].[Na+]>CN(C)C=O.[Pd](Cl)Cl.C1(P(C2C=CC=CC=2)C2C=CC=CC=2)C=CC=CC=1>[O:1]1[CH2:6][CH2:5][CH2:4][CH2:3][CH:2]1[O:7][N:8]1[C@@H:11]([CH3:12])[C@@H:10]([CH2:13]/[CH:14]=[CH:15]/[C:34]2[CH:35]=[CH:36][C:31]([Cl:30])=[CH:32][CH:33]=2)[C:9]1=[O:29] |f:2.3,4.5,7.8|. Reported procedure: To a solution of (3R,4S)-1-(2-tetrahydropyranyloxy)-3-((2E)-3-tributylstannyl-2-propene-1-yl)-4-methylazetidin-2-one (0.92 g, 1.79 mmol) in 3 mL of dimethylformamide is added 4-chloroiodobenzene (470 mg, 1.97 mmol) and triphenyphosphine palladium (II) dichloride (63 mg, 0.09 mmol). The resulting solution is heated at 80° C. for 16 h, then 0.5 mL ammonium hydroxide is added. The reaction mixture is poured into saturated sodium chloride solution (20 mL) and extracted with 1:1 ethyl acetate/hexane ... The product is O=C(Nc1ccccc1S(=O)(=O)NCCCn1ccnc1)c1cccc(C(F)(F)F)c1. Reactants: ClCCl, O=C(Cl)c1cccc(C(F)(F)F)c1, Nc1ccccc1S(=O)(=O)NCCCn1ccnc1, c1ccncc1. Reaction SMILES: [Cl:33][CH2:34][Cl:35].[F:1][C:2]([c:3]1[cH:4][c:5]([C:6](=[O:7])[Cl:8])[cH:9][cH:10][cH:11]1)([F:12])[F:13].[NH2:14][c:15]1[c:16]([S:21](=[O:22])(=[O:23])[NH:24][CH2:25][CH2:26][CH2:27][n:28]2[cH:29][n:30][cH:31][cH:32]2)[cH:17][cH:18][cH:19][cH:20]1.[cH:36]1[cH:37][cH:38][n:39][cH:40][cH:41]1>>[F:1][C:2]([c:3]1[cH:4][c:5]([C:6](=[O:7])[NH:14][c:15]2[c:16]([S:21](=[O:22])(=[O:23])[NH:24][CH2:25][CH2:26][CH2:27][n:28]3[cH:29][n:30][cH:31][cH:32]3)[cH:17][cH:18][cH:19][cH:20]2)[cH:9][cH:10][cH:11]1)([F:12])[F:13]. The reactants are C(C1=CC=CC=C1)(=O)CC(=O)OCC (ethyl benzoylacetate), [OH-].[Na+] (sodium hydroxide), O.NN (hydrazine hydrate). Product: C1(=CC=CC=C1)C1=CC(NN1)=O (5-Phenyl-1,2-dihydro-pyrazol-3-one). Isolated yield 81.0%. Reaction SMILES: [C:1]([CH2:9][C:10]([O:12]CC)=O)(=O)[C:2]1[CH:7]=[CH:6][CH:5]=[CH:4][CH:3]=1.[OH-].[Na+].O.[NH2:18][NH2:19]>>[C:2]1([C:1]2[NH:19][NH:18][C:10](=[O:12])[CH:9]=2)[CH:7]=[CH:6][CH:5]=[CH:4][CH:3]=1 |f:1.2,3.4|. Procedure details: A vigorously stirred solution of ethyl benzoylacetate (30 g 150 mmol), of 5% aqueous sodium hydroxide (312 mL), and hydrazine hydrate (14.6 mL 468 mmol) was heated to 75° C. for sixteen hours. The resultant precipitate was filtered, washed with water and dried and gave 5-Phenyl-1,2-dihydro-pyrazol-3-one (20.3) in 81% yield as a white solid. C9H8N2O: 1H NMR (d6-DMSO): δ 7.62 (d, 2H, J=7.0 Hz), 7.36 (t, 2H, J=7.0 Hz), 7.26 (t, 1H, J=7.0 Hz), 5.85 (s, 1H) ppm. Reactants: O (water), O=C1NN=C(C2=CC=CC=C12)CC(=O)OCC (ethyl 1,2-dihydro-1-oxophthalazin-4-ylacetate), [H-].[Na+] (sodium hydride), BrC1=C(C=C(CBr)C=C1)Cl (4-bromo-3-chlorobenzyl bromide). Solvent: CN(C=O)C (dimethylformamide). Run at temperature 60 celsius, time 1 hour. Product: ClC=1C=C(CN2C(C3=CC=CC=C3C(=N2)CC(=O)OCC)=O)C=CC1Br (ethyl 2-(3-chloro-4-bromobenzyl)-1,2-dihydro-1-oxophthalazin-4-ylacetate). Isolated yield 33.8%. As a reaction SMILES: [O:1]=[C:2]1[C:11]2[C:6](=[CH:7][CH:8]=[CH:9][CH:10]=2)[C:5]([CH2:12][C:13]([O:15][CH2:16][CH3:17])=[O:14])=[N:4][NH:3]1.[H-].[Na+].[Br:20][C:21]1[CH:28]=[CH:27][C:24]([CH2:25]Br)=[CH:23][C:22]=1[Cl:29].O>CN(C)C=O>[Cl:29][C:22]1[CH:23]=[C:24]([CH:27]=[CH:28][C:21]=1[Br:20])[CH2:25][N:3]1[N:4]=[C:5]([CH2:12][C:13]([O:15][CH2:16][CH3:17])=[O:14])[C:6]2[C:11](=[CH:10][CH:9]=[CH:8][CH:7]=2)[C:2]1=[O:1] |f:1.2|. Reported procedure: A mixture of ethyl 1,2-dihydro-1-oxophthalazin-4-ylacetate (11.5 g.) and sodium hydride (2.7 g.; 50% w/w dispersion in mineral oil) in dimethylformamide (125 ml.) was stirred at 60° C. for 1 hour under nitrogen. The solution obtained was cooled to room temperature and then 4-bromo-3-chlorobenzyl bromide (15.0 g.) was added, and the mixture stirred at 60° C. for 2 hours. After cooling to 25° C. the reaction mixture was poured into water (500 ml.). The aqueous mixture obtained was extracted with e... The reactants are CC(=O)O, CNC, ClCCCl, Cl, O=C1CC=C(c2c[nH]c3ccc([N+](=O)[O-])cc23)CC1, [Na+], [OH-]. The product is CN(C)C1CC=C(c2c[nH]c3ccc([N+](=O)[O-])cc23)CC1. RXN SMILES: [C:24]([OH:25])(=[O:26])[CH3:27].[CH3:21][NH:22][CH3:23].[Cl:28][CH2:29][CH2:30][Cl:31].[ClH:20].[N+:1](=[O:2])([O-:3])[c:4]1[cH:5][c:6]2[c:7]([C:13]3=[CH:14][CH2:15][C:16](=[O:19])[CH2:17][CH2:18]3)[cH:8][nH:9][c:10]2[cH:11][cH:12]1.[Na+:33].[OH-:32]>>[N+:1](=[O:2])([O-:3])[c:4]1[cH:5][c:6]2[c:7]([C:13]3=[CH:14][CH2:15][CH:16]([N:22]([CH3:21])[CH3:23])[CH2:17][CH2:18]3)[cH:8][nH:9][c:10]2[cH:11][cH:12]1. Reactants: BrC1=CC=C(C=C1)C=1OC=C(N1)CCl (2-(4-Bromo-phenyl)-4-chloromethyl-oxazole), BrC1=CC=C(C=C1)C=1OC=C(N1)CCl (2-(4-Bromo-phenyl)-4-chloromethyl-oxazole), N1CCCC1 (pyrrolidine). The solvent is O1CCCC1 (tetrahydrofuran). Run at time 1.5 hour. Product: BrC1=CC=C(C=C1)C=1OC=C(N1)CN1CCCC1 (2-(4-Bromo-phenyl)-4-pyrrolidin-1-ylmethyl-oxazole). Yield: 51.0%. Reaction SMILES: [Br:1][C:2]1[CH:7]=[CH:6][C:5]([C:8]2[O:9][CH:10]=[C:11]([CH2:13]Cl)[N:12]=2)=[CH:4][CH:3]=1.[NH:15]1[CH2:19][CH2:18][CH2:17][CH2:16]1>O1CCCC1>[Br:1][C:2]1[CH:7]=[CH:6][C:5]([C:8]2[O:9][CH:10]=[C:11]([CH2:13][N:15]3[CH2:19][CH2:18][CH2:17][CH2:16]3)[N:12]=2)=[CH:4][CH:3]=1. Reported procedure: 2-(4-Bromo-phenyl)-4-chloromethyl-oxazole (See Intermediate 1) (0.321 g, 1.18 mmol), and pyrrolidine (0.639 g, 9.0 mmol) are dissolved in 20 mL tetrahydrofuran and stirred at ambient temperature for 1.5 hours. The reaction is concentrated to an oil and redissolved in diethyl ether which is washed with aqueous sodium bicarbonate, water, separated and dried over sodium sulfate, filtered and concentrated to a dark oil. The oil is purified by flash silica gel chromatography (2% 2M NH3 in MeOH/dichlo... The reactants are FC1=C(OC2=C3C(=NC=C2)C=C(S3)C=3SC=CN3)C=CC(=C1)[N+](=O)[O-] (7-(2-Fluoro-4-nitrophenoxy)-2-(thiazol-2-yl)thieno[3,2-b]pyridine), ClC1=C2C(=NC=C1)C=C(S2)C=2N(C=CN2)COCC[Si](C)(C)C (7-Chloro-2-(1-((2-(trimethylsilyl)ethoxy)methyl)-1H-imidazol-2-yl)thieno[3,2-b]pyridine). The product is FC1=C(OC2=C3C(=NC=C2)C=C(S3)C=3N(C=CN3)COCC[Si](C)(C)C)C=CC(=C1)[N+](=O)[O-] (7-(2-Fluoro-4-nitrophenoxy)-2-(1-((2-(trimethylsilyl)ethoxy)methyl)-1H-imidazol-2-yl)thieno[3,2-b]pyridine), solid. Yield: 50.0%. Reaction SMILES: [F:1][C:2]1[CH:22]=[C:21]([N+:23]([O-:25])=[O:24])[CH:20]=[CH:19][C:3]=1[O:4][C:5]1[CH:10]=[CH:9][N:8]=[C:7]2[CH:11]=[C:12]([C:14]3S[CH:16]=[CH:17][N:18]=3)[S:13][C:6]=12.ClC1C=CN=C2C=C(C3[N:37]([CH2:41][O:42][CH2:43][CH2:44][Si:45]([CH3:48])([CH3:47])[CH3:46])C=CN=3)SC=12>>[F:1][C:2]1[CH:22]=[C:21]([N+:23]([O-:25])=[O:24])[CH:20]=[CH:19][C:3]=1[O:4][C:5]1[CH:10]=[CH:9][N:8]=[C:7]2[CH:11]=[C:12]([C:14]3[N:37]([CH2:41][O:42][CH2:43][CH2:44][Si:45]([CH3:48])([CH3:47])[CH3:46])[CH:16]=[CH:17][N:18]=3)[S:13][C:6]=12. Procedure: Following the procedure described above for the synthesis of compound 11 (example 12, step 3, scheme 2) but substituting compound 10 for compound 109, title compound 110 was obtained as a yellow solid (104 mg, 50% yield). MS (m/z) 487.3 (M+H).